Dataset: the Open Reaction Database (ORD), a public repository of structured organic reaction records. Task: describe an organic reaction: reactants, conditions, products, and yield The reactants are CC(=O)OI1(OC(C)=O)(OC(C)=O)OC(=O)c2ccccc21, CO, ClCCl, COc1ccc(C(O)c2sc(NC(=O)OC(C)(C)C)nc2-c2ccco2)nc1. Yields the product COc1ccc(C(=O)c2sc(NC(=O)OC(C)(C)C)nc2-c2ccco2)nc1. Reaction SMILES: [CH3:29][C:30]([O:31][I:32]1([O:42][C:43]([CH3:44])=[O:45])([O:46][C:47]([CH3:48])=[O:49])[c:33]2[c:34]([cH:35][cH:36][cH:37][cH:38]2)[C:39](=[O:40])[O:41]1)=[O:50].[CH3:51][OH:52].[Cl:53][CH2:54][Cl:55].[o:1]1[c:2](-[c:6]2[n:7][c:8]([NH:21][C:22]([O:23][C:24]([CH3:25])([CH3:26])[CH3:27])=[O:28])[s:9][c:10]2[CH:11]([c:12]2[n:13][cH:14][c:15]([O:18][CH3:19])[cH:16][cH:17]2)[OH:20])[cH:3][cH:4][cH:5]1>>[o:1]1[c:2](-[c:6]2[n:7][c:8]([NH:21][C:22]([O:23][C:24]([CH3:25])([CH3:26])[CH3:27])=[O:28])[s:9][c:10]2[C:11]([c:12]2[n:13][cH:14][c:15]([O:18][CH3:19])[cH:16][cH:17]2)=[O:20])[cH:3][cH:4][cH:5]1.